From a dataset of the Open Reaction Database (ORD), a public repository of structured organic reaction records. describe an organic reaction: reactants, conditions, products, and yield Reactants: C1(CCCCC1)N (Cyclohexylamine), [N+](=O)([O-])C1=CC=C(OC(=O)N[C@H](C(CN(C(=O)N2[C@H](C(=O)OCC3=CC=CC=C3)CCC2)C)=O)CC2=CC=CC=C2)C=C1 (1-[[[(S)-3-[[(4-nitrophenoxy)carbonyl]amino]-2-oxo-4-phenylbutyl]methylamino]carbonyl]-L-proline, phenylmethyl ester), C1(CCCCC1)NC(=O)N[C@H](C(CN(C(=O)N1[C@H](C(=O)OCC2=CC=CC=C2)CCC1)C)=O)CC1=CC=CC=C1 (1-[[[(S)-3-[[(cyclohexylamino)carbonyl]amino]-2-oxo-4-phenylbutyl]methylamino]carbonyl]-L-proline, phenylmethyl ester). Solvent: C1(=CC=CC=C1)C (toluene). Product: C1(CCCCC1)NC(=O)N[C@H](C(CN(C(=O)N1[C@H](C(=O)O)CCC1)C)=O)CC1=CC=CC=C1 (1-[[[(S)-3-[[(Cyclohexylamino)carbonyl]amino]-2-oxo-4-phenylbutyl]methylamino]carbonyl]-L-proline). Reaction SMILES: C1(N)CCCCC1.[N+](C1C=CC(OC(N[C@@H](CC2C=CC=CC=2)C(=O)CN(C)C(N2CCC[C@H]2C(OCC2C=CC=CC=2)=O)=O)=O)=CC=1)([O-])=O.[CH:51]1([NH:57][C:58]([NH:60][C@@H:61]([CH2:84][C:85]2[CH:90]=[CH:89][CH:88]=[CH:87][CH:86]=2)[C:62](=[O:83])[CH2:63][N:64]([CH3:82])[C:65]([N:67]2[CH2:81][CH2:80][CH2:79][C@H:68]2[C:69]([O:71]CC2C=CC=CC=2)=[O:70])=[O:66])=[O:59])[CH2:56][CH2:55][CH2:54][CH2:53][CH2:52]1>C1(C)C=CC=CC=1>[CH:51]1([NH:57][C:58]([NH:60][C@@H:61]([CH2:84][C:85]2[CH:86]=[CH:87][CH:88]=[CH:89][CH:90]=2)[C:62](=[O:83])[CH2:63][N:64]([CH3:82])[C:65]([N:67]2[CH2:81][CH2:80][CH2:79][C@H:68]2[C:69]([OH:71])=[O:70])=[O:66])=[O:59])[CH2:52][CH2:53][CH2:54][CH2:55][CH2:56]1. Reported procedure: Cyclohexylamine (1 ml., 8.7 ml., 8.7 mmole) is added to a cold (0°) solution of 1-[[[(S)-3-[[(4-nitrophenoxy)carbonyl]amino]-2-oxo-4-phenylbutyl]methylamino]carbonyl]-L-proline, phenylmethyl ester (0.9 g., 1.58 mmole) in toluene in one portion. The solution turns yellow immediately and TLC indicates all starting material has been consumed. The resulting solution is washed sequentially with water, 1N hydrochloric acid, and 10% sodium bicarbonate. The organic layer is dried (MgSO4) and concentrate... The reactants are O=C(Cl)C1CN2CCC1CC2, NC1CCN(CCc2ccccc2)C1. The product is O=C(NC1CCN(CCc2ccccc2)C1)C1CN2CCC1CC2. As a reaction SMILES: [N:1]12[CH2:2][CH:3]([C:9](=[O:10])[Cl:11])[CH:4]([CH2:5][CH2:6]1)[CH2:7][CH2:8]2.[NH2:12][CH:13]1[CH2:14][N:15]([CH2:18][CH2:19][c:20]2[cH:21][cH:22][cH:23][cH:24][cH:25]2)[CH2:16][CH2:17]1>>[N:1]12[CH2:2][CH:3]([C:9](=[O:10])[NH:12][CH:13]3[CH2:14][N:15]([CH2:18][CH2:19][c:20]4[cH:21][cH:22][cH:23][cH:24][cH:25]4)[CH2:16][CH2:17]3)[CH:4]([CH2:5][CH2:6]1)[CH2:7][CH2:8]2. Reactants: [Ag+], CC#N, COC(=O)C(N)CC#Cc1ccc(OCc2ccccc2F)cn1, O=S(=O)([O-])C(F)(F)F. The product is COC(=O)C1CCC(c2ccc(OCc3ccccc3F)cn2)=N1. As a reaction SMILES: [Ag+:36].[CH3:25][C:26]#[N:27].[NH2:1][CH:2]([C:3](=[O:4])[O:5][CH3:6])[CH2:7][C:8]#[C:9][c:10]1[n:11][cH:12][c:13]([O:16][CH2:17][c:18]2[c:19]([F:24])[cH:20][cH:21][cH:22][cH:23]2)[cH:14][cH:15]1.[S:28]([O-:29])([C:30]([F:31])([F:32])[F:33])(=[O:34])=[O:35]>>[N:1]1=[C:9]([c:10]2[n:11][cH:12][c:13]([O:16][CH2:17][c:18]3[c:19]([F:24])[cH:20][cH:21][cH:22][cH:23]3)[cH:14][cH:15]2)[CH2:8][CH2:7][CH:2]1[C:3](=[O:4])[O:5][CH3:6]. Starting materials: CO, Nc1cccc(Cc2n[nH]c(=O)c3ccccc23)c1, CCCC(CC(=O)O)(C(=O)O)c1ccccc1. The product is CCCC1(c2ccccc2)CC(=O)N(c2cccc(Cc3n[nH]c(=O)c4ccccc34)c2)C1=O. RXN SMILES: [CH3:37][OH:38].[NH2:1][c:2]1[cH:3][c:4]([CH2:5][c:6]2[n:7][nH:8][c:9](=[O:16])[c:10]3[cH:11][cH:12][cH:13][cH:14][c:15]23)[cH:17][cH:18][cH:19]1.[c:20]1([C:26]([C:27](=[O:28])[OH:33])([CH2:30][C:31]([OH:29])=[O:32])[CH2:34][CH2:35][CH3:36])[cH:21][cH:22][cH:23][cH:24][cH:25]1>>[N:1]1([c:2]2[cH:3][c:4]([CH2:5][c:6]3[n:7][nH:8][c:9](=[O:16])[c:10]4[cH:11][cH:12][cH:13][cH:14][c:15]34)[cH:17][cH:18][cH:19]2)[C:27](=[O:28])[C:26]([c:20]2[cH:21][cH:22][cH:23][cH:24][cH:25]2)([CH2:34][CH2:35][CH3:36])[CH2:30][C:31]1=[O:32]. The reactants are CC(=O)C1=CC(=C(C=C1)Cl)Cl (3,4-dichloroacetophenone), NOCC(=O)O (aminooxyacetic acid), C(C)(=O)[O-].[Na+] (sodium acetate). The solvent is C(C)O (ethanol). Yields the product CC(C1=CC(=C(C=C1)Cl)Cl)=NOCC(=O)O ([(α-methyl-3,4-dichlorobenzylidene amino)oxy] acetic acid). Reaction SMILES: [CH3:1][C:2]([C:4]1[CH:9]=[CH:8][C:7]([Cl:10])=[C:6]([Cl:11])[CH:5]=1)=O.[NH2:12][O:13][CH2:14][C:15]([OH:17])=[O:16].C([O-])(=O)C.[Na+]>C(O)C>[CH3:1][C:2](=[N:12][O:13][CH2:14][C:15]([OH:17])=[O:16])[C:4]1[CH:9]=[CH:8][C:7]([Cl:10])=[C:6]([Cl:11])[CH:5]=1 |f:2.3|. Procedure details: In the manner described in example 1, the above substance was obtained by boiling 4.73 g or 3,4-dichloroacetophenone, 2.74 g of hemihydrochloride of aminooxyacetic acid and 6.15 g of sodium acetate in 80% ethanol for one hour. After one crystallisation from a mixture of benzene and petroleum ether, the melting point was 128°-129° C. The reactants are Br.N(N)C=1NCCN1 (2-hydrazino-2-imidazoline hydrobromide), O[C@@H]1C[C@H]2CC[C@H]3[C@]4(CC[C@H](/C=C/C=O)[C@]4(CC[C@@H]3[C@]2(CC1)C)C)O ((E)-3β,14β-dihydroxy-5β-pregn-20-ene-21-carboxaldehyde), Br (HBr). Solvent: O1CCOCC1 (dioxane), O (water), O1CCOCC1 (dioxane). Run at time 3 day. Yields the product N1C(=NCC1)N\N=C\C=C\[C@@H]1[C@]2(C)[C@](CC1)([C@@H]1CC[C@@H]3C[C@H](CC[C@]3(C)[C@H]1CC2)O)O ((E,E)-17β-[3-(2-Imidazolin-2-yl)hydrazono-1-propenyl]-5β-androstane-3β,14β-diol). Isolated yield 59.9%. Reaction SMILES: Br.[NH:2]([C:4]1[NH:5][CH2:6][CH2:7][N:8]=1)[NH2:3].Br.[OH:10][C@H:11]1[CH2:31][CH2:30][C@@:29]2([CH3:32])[C@H:13]([CH2:14][CH2:15][C@@H:16]3[C@@H:28]2[CH2:27][CH2:26][C@@:25]2([CH3:33])[C@:17]3([OH:34])[CH2:18][CH2:19][C@@H:20]2/[CH:21]=[CH:22]/[CH:23]=O)[CH2:12]1>O.O1CCOCC1>[NH:8]1[CH2:7][CH2:6][N:5]=[C:4]1[NH:2]/[N:3]=[CH:23]/[CH:22]=[CH:21]/[C@H:20]1[CH2:19][CH2:18][C@:17]2([OH:34])[C@H:16]3[C@H:28]([CH2:27][CH2:26][C@:25]12[CH3:33])[C@:29]1([CH3:32])[C@@H:13]([CH2:12][C@@H:11]([OH:10])[CH2:31][CH2:30]1)[CH2:14][CH2:15]3 |f:0.1|. Procedure: A solution of 1.19 g of 2-hydrazino-2-imidazoline hydrobromide in 20 ml of water and 60 ml of dioxane was made acid to pH 3 with 0.1N HBr. A solution of 2.08 g of (E)-3β,14β-dihydroxy-5β-pregn-20-ene-21-carboxaldehyde (Fullerton D. S. et al., J. Med. Chem., 1976, 19, 1330) in 25 ml of dioxane was added at room temperature. After 3 days, the solution was evaporated to dryness under reduced pressure. The crude product was purified by flash chromatography (SiO2) using chloroform/methanol/28% ammoni...